From a dataset of the Open Reaction Database (ORD), a public repository of structured organic reaction records. describe an organic reaction: reactants, conditions, products, and yield Starting materials: Cl (hydrochloric acid), C(=O)=O (CO2), ice, COC1=C(C=O)C=CC(=C1)OC (2,4-dimethoxybenzaldehyde), C(CC(=O)O)(=O)O.C[K] (methyl potassium malonate), N1CCCCC1 (piperidine), 3A. Solvent: C(C)(=O)O (acetic acid), N1=CC=CC=C1 (pyridine). The product is COC1=C(C=CC(=O)OC)C=CC(=C1)OC (Methyl 2,4-dimethoxycinnamate). As a reaction SMILES: [CH3:1][O:2][C:3]1[CH:10]=[C:9]([O:11][CH3:12])[CH:8]=[CH:7][C:4]=1[CH:5]=O.C(O)(=O)[CH2:14][C:15]([OH:17])=[O:16].C[K].N1CCCC[CH2:23]1.C(=O)=O.Cl>C(O)(=O)C.N1C=CC=CC=1>[CH3:1][O:2][C:3]1[CH:10]=[C:9]([O:11][CH3:12])[CH:8]=[CH:7][C:4]=1[CH:5]=[CH:14][C:15]([O:17][CH3:23])=[O:16] |f:1.2|. Procedure details: A mixture of 105.6 g of 2,4-dimethoxybenzaldehyde, 93.6 g of methyl potassium malonate, 200 ml of pyridine (dried over KOH), 1.2 ml of piperidine, 36 ml of acetic acid and 48 g of 3A molecular sieves is heated at 150° C. until evolution of CO2 has ceased. The solution is poured onto ice while hot, and the mixture is acidified to pH 1-2 with concentrated hydrochloric acid and then stirred in the ice bath for 20 minutes. The precipitate is filtered off with suction, washed with 1N HCl and water an...